Task: describe an organic reaction: reactants, conditions, products, and yield. Dataset: the Open Reaction Database (ORD), a public repository of structured organic reaction records The reactants are O=C(O)c1ccc2c(c1)OCO2, O, O=[N+]([O-])O, O=C(O)C(F)(F)F. The product is O=C(O)c1cc2c(cc1[N+](=O)[O-])OCO2. Reaction SMILES: [C:1](=[O:2])([OH:3])[c:4]1[cH:5][c:6]2[c:7]([cH:11][cH:12]1)[O:8][CH2:9][O:10]2.[OH2:17].[OH:13][N+:14]([O-:15])=[O:16].[OH:18][C:19]([C:20]([F:21])([F:22])[F:23])=[O:24]>>[C:1](=[O:2])([OH:3])[c:4]1[cH:5][c:6]2[c:7]([cH:11][c:12]1[N+:14](=[O:13])[O-:15])[O:8][CH2:9][O:10]2.